This data is from the Open Reaction Database (ORD), a public repository of structured organic reaction records. The task is: describe an organic reaction: reactants, conditions, products, and yield Reactants: C1CO1 (ethylene oxide), C(CC)(=O)N(C1=CC=CC=C1)C1CCNCC1 (4-(N-propionylanilino)piperidine). The solvent is C1(=CC=CC=C1)C (toluene), CO (methanol). Run at temperature 15 celsius. Yields the product OCCN1CCC(CC1)N(C1=CC=CC=C1)C(CC)=O (1-(2-Hydroxyethyl)-4-(N-propionylanilino)piperidine). Reaction SMILES: [CH2:1]1[O:3][CH2:2]1.[C:4]([N:8]([CH:15]1[CH2:20][CH2:19][NH:18][CH2:17][CH2:16]1)[C:9]1[CH:14]=[CH:13][CH:12]=[CH:11][CH:10]=1)(=[O:7])[CH2:5][CH3:6]>C1(C)C=CC=CC=1.CO>[OH:3][CH2:2][CH2:1][N:18]1[CH2:17][CH2:16][CH:15]([N:8]([C:4](=[O:7])[CH2:5][CH3:6])[C:9]2[CH:14]=[CH:13][CH:12]=[CH:11][CH:10]=2)[CH2:20][CH2:19]1. Reported procedure: A solution, cooled to 15° C., containing 100 mmol of ethylene oxide in toluene is added slowly to 100 mmol of 4-(N-propionylanilino)piperidine in solution in 100 ml of anhydrous methanol cooled to 15° C. After returning to room temperature and removal of the azeotrope formed by distillation, the expected product is obtained after evaporation to dryness. Yields the product O=C([O-])C(F)(F)F, NCC1CCN(C(=O)C2CC2c2ccccc2)CC1. As a reaction SMILES: [Cl:34][CH2:35][Cl:36].[F:27][C:28]([C:29](=[O:30])[OH:31])([F:32])[F:33].[c:1]1([CH:7]2[CH:8]([C:10](=[O:11])[N:12]3[CH2:13][CH2:14][CH:15]([CH2:18][NH:19][C:20](=[O:21])[O:22][C:23]([CH3:24])([CH3:25])[CH3:26])[CH2:16][CH2:17]3)[CH2:9]2)[cH:2][cH:3][cH:4][cH:5][cH:6]1>>[F:27][C:28]([C:29](=[O:30])[O-:31])([F:32])[F:33].[c:1]1([CH:7]2[CH:8]([C:10](=[O:11])[N:12]3[CH2:13][CH2:14][CH:15]([CH2:18][NH2:19])[CH2:16][CH2:17]3)[CH2:9]2)[cH:2][cH:3][cH:4][cH:5][cH:6]1. The reactants are ClCCl, O=C(O)C(F)(F)F, CC(C)(C)OC(=O)NCC1CCN(C(=O)C2CC2c2ccccc2)CC1.